This data is from the Open Reaction Database (ORD), a public repository of structured organic reaction records. The task is: describe an organic reaction: reactants, conditions, products, and yield Reactants: haloalkane, BrCCCCCCCCC (1-bromononane), C1(=CC=CC=C1)C=1C=CC=C2C(C(NC12)=O)=O (7-phenyl-1H-indole-2,3-dione). Product: C(CCCCCCCC)N1C(C(C2=CC=CC(=C12)C1=CC=CC=C1)=O)=O (1-Nonyl-7-phenyl-1H-indole-2,3-dione). As a reaction SMILES: Br[CH2:2][CH2:3][CH2:4][CH2:5][CH2:6][CH2:7][CH2:8][CH2:9][CH3:10].[C:11]1([C:17]2[CH:18]=[CH:19][CH:20]=[C:21]3[C:25]=2[NH:24][C:23](=[O:26])[C:22]3=[O:27])[CH:16]=[CH:15][CH:14]=[CH:13][CH:12]=1>>[CH2:2]([N:24]1[C:25]2[C:21](=[CH:20][CH:19]=[CH:18][C:17]=2[C:11]2[CH:16]=[CH:15][CH:14]=[CH:13][CH:12]=2)[C:22](=[O:27])[C:23]1=[O:26])[CH2:3][CH2:4][CH2:5][CH2:6][CH2:7][CH2:8][CH2:9][CH3:10]. Procedure: The title compound was prepared in a manner similar to the process step described in the text from Page 7, line 34 to Page 8, line 5 of WO 94/29272 but using a haloalkane such as 1-bromononane together with 7-phenyl-1H-indole-2,3-dione. Starting materials: COC=1C=C(C=CC1)[Mg]Br (3-methoxyphenylmagnesium bromide), O1C2C1CCC2 (1,2-epoxycyclopentane), C(C)(=O)OCC (ethyl acetate), Cl (hydrochloric acid). Reagents/catalysts: [Cu]Cl (copper(I) chloride). The solvent is O1CCCC1 (tetrahydrofuran), O1CCCC1 (tetrahydrofuran). Reaction conditions: temperature 0 celsius, time 1 hour. The product is OC1C(CCC1)C1=CC(=CC=C1)OC (1-hydroxy-2-(3-methoxyphenyl)-cyclopentane). RXN SMILES: [O:1]1[CH:3]2[CH2:4][CH2:5][CH2:6][CH:2]12.[CH3:7][O:8][C:9]1[CH:10]=[C:11]([Mg]Br)[CH:12]=[CH:13][CH:14]=1.C(OCC)(=O)C.Cl>O1CCCC1.[Cu]Cl>[OH:1][CH:3]1[CH2:4][CH2:5][CH2:6][CH:2]1[C:13]1[CH:12]=[CH:11][CH:10]=[C:9]([O:8][CH3:7])[CH:14]=1. Procedure: To a solution of a mixture of 1,2-epoxycyclopentane (7.0 g) and copper(I) chloride (260 mg) in tetrahydrofuran (70 ml) was added 3-methoxyphenylmagnesium bromide (53.5 m mol) in tetrahydrofuran (60 ml) at -78° C. under N2. The mixture was stirred for 1 hour at 0° C. The reaction mixture was poured into a mixture of ethyl acetate and 1N-hydrochloric acid and then the organic layer was washed with saturated sodium bicarbonate aqueous solution and brine. The combined organic extracts were concentra...